Dataset: the Open Reaction Database (ORD), a public repository of structured organic reaction records. Task: describe an organic reaction: reactants, conditions, products, and yield The reactants are C(C)(C)(C)[Li] (tert-butyllithium), ClC1=NC(=CC=C1)OC (2-chloro-6-methoxypyridine), C([O-])(O)=O.[Na+] (sodium bicarbonate), CN(C=O)C (N,N-dimethylformamide). The solvent is O1CCCC1 (tetrahydrofuran), C(C)(=O)O (acetic acid). Conditions: time 1 hour. The product is ClC1=CC=C(C(=N1)OC)C=O (6-chloro-3-formyl-2-methoxypyridine). RXN SMILES: C([Li])(C)(C)C.[Cl:6][C:7]1[CH:12]=[CH:11][CH:10]=[C:9]([O:13][CH3:14])[N:8]=1.CN(C)[CH:17]=[O:18].C(=O)(O)[O-].[Na+]>O1CCCC1.C(O)(=O)C>[Cl:6][C:7]1[N:8]=[C:9]([O:13][CH3:14])[C:10]([CH:17]=[O:18])=[CH:11][CH:12]=1 |f:3.4|. Reported procedure: To a solution of tert-butyllithium (1.5 mol/L solution in hexane, 55 mL) in tetrahydrofuran (150 mL) was added 2-chloro-6-methoxypyridine (8.9 mL) at −78° C., and the mixture was stirred for 1 hour. After N,N-dimethylformamide (7.6 mL) was added to the reaction mixture, the resulting mixture was stirred for additionally 1.5 hours. To the reaction mixture was added acetic acid (8.6 mL), and the temperature was raised to room temperature. After saturated aqueous sodium bicarbonate solution was add... Reactants: C(C)(C)(C)OC(=O)C1CC2=C(CN1)SC(=N2)CC(=O)OCC (ethyl 6-t-butoxycarbonyl-4,5,6,7-tetrahydrothiazolo[5,4-c]pyridin-2-acetate), C(F)(F)(F)C(=O)O (CF3CO2H). The solvent is C(Cl)Cl (methylene chloride). Conditions: time 2 hour. Yields the product N1=C(SC=2CNCCC21)CC(=O)OCC (Ethyl 4,5,6,7-tetrahydrothiazolo[5,4-c]pyridin-2-acetate). As a reaction SMILES: C(OC([CH:8]1[NH:13][CH2:12][C:11]2[S:14][C:15]([CH2:17][C:18]([O:20][CH2:21][CH3:22])=[O:19])=[N:16][C:10]=2[CH2:9]1)=O)(C)(C)C.C(C(O)=O)(F)(F)F>C(Cl)Cl>[N:16]1[C:10]2[CH2:9][CH2:8][NH:13][CH2:12][C:11]=2[S:14][C:15]=1[CH2:17][C:18]([O:20][CH2:21][CH3:22])=[O:19]. Procedure: In 50 ml of methylene chloride was dissolved 4.10 g (12.6 mmol) of ethyl 6-t-butoxycarbonyl-4,5,6,7-tetrahydrothiazolo[5,4-c]pyridin-2-acetate, and under ice-cooling, 10 ml of CF3CO2H was added to the residue and the mixture was stirred at room temperature for 2 hours. Starting materials: ClC1=C(OCC(=O)O)C=CC(=C1)C(F)(F)F ((2-chloro-4-trifluoromethyl-phenoxy)-acetic acid), BrC=1C=C(C=CC1OCCN(CC)CC)N (3-bromo-4-(2-diethylamino-ethoxy)-phenylamine). Yields the product BrC=1C=C(C=CC1OCCN(CC)CC)NC(COC1=C(C=C(C=C1)C(F)(F)F)Cl)=O (N-[3-bromo-4-(2-diethylamino-ethoxy)-phenyl]-2-(2-chloro-4-trifluoromethyl -phenoxy)-acetamide). Reaction SMILES: [Cl:1][C:2]1[CH:12]=[C:11]([C:13]([F:16])([F:15])[F:14])[CH:10]=[CH:9][C:3]=1[O:4][CH2:5][C:6]([OH:8])=O.[Br:17][C:18]1[CH:19]=[C:20]([NH2:32])[CH:21]=[CH:22][C:23]=1[O:24][CH2:25][CH2:26][N:27]([CH2:30][CH3:31])[CH2:28][CH3:29]>>[Br:17][C:18]1[CH:19]=[C:20]([NH:32][C:6](=[O:8])[CH2:5][O:4][C:3]2[CH:9]=[CH:10][C:11]([C:13]([F:16])([F:15])[F:14])=[CH:12][C:2]=2[Cl:1])[CH:21]=[CH:22][C:23]=1[O:24][CH2:25][CH2:26][N:27]([CH2:30][CH3:31])[CH2:28][CH3:29]. Reported procedure: Prepared analogously to Example 143 starting from (2-chloro-4-trifluoromethyl-phenoxy)-acetic acid (Z2b) and 3-bromo-4-(2-diethylamino-ethoxy)-phenylamine (Z30b).